From a dataset of the Open Reaction Database (ORD), a public repository of structured organic reaction records. describe an organic reaction: reactants, conditions, products, and yield Starting materials: Cl (HCl), C(C)OC(=C)C=1C=CC=2N(C1)C(=NN2)SC=2C=C1C=C(C=NC1=CC2)N2CCOCC2 (4-(6-((6-(1-ethoxyvinyl)-[1,2,4]triazolo[4,3-a]pyridin-3-yl)thio)quinolin-3-yl)morpholine), C(=O)(O)[O-].[Na+] (NaHCO3). The solvent is C1CCOC1 (THF). Reaction conditions: time 10 minute. Yields the product O1CCN(CC1)C=1C=NC2=CC=C(C=C2C1)SC1=NN=C2N1C=C(C=C2)C(C)=O (1-(3-((3-morpholinoquinolin-6-yl)thio)-[1,2,4]triazolo[4,3-a]pyridin-6-yl)ethanone). The yield is 39.8%. Reaction SMILES: C([O:3][C:4]([C:6]1[CH:7]=[CH:8][C:9]2[N:10]([C:12]([S:15][C:16]3[CH:17]=[C:18]4[C:23](=[CH:24][CH:25]=3)[N:22]=[CH:21][C:20]([N:26]3[CH2:31][CH2:30][O:29][CH2:28][CH2:27]3)=[CH:19]4)=[N:13][N:14]=2)[CH:11]=1)=[CH2:5])C.Cl.C([O-])(O)=O.[Na+]>C1COCC1>[O:29]1[CH2:28][CH2:27][N:26]([C:20]2[CH:21]=[N:22][C:23]3[C:18]([CH:19]=2)=[CH:17][C:16]([S:15][C:12]2[N:10]4[CH:11]=[C:6]([C:4](=[O:3])[CH3:5])[CH:7]=[CH:8][C:9]4=[N:14][N:13]=2)=[CH:25][CH:24]=3)[CH2:31][CH2:30]1 |f:2.3|. Procedure details: The crude (77.2) was dissolved in THF (20 ml) and 1 ml of HCl (2N) was added. The mixture was stirred at rt for 10 min. The mixture was neutralized by saturated aqueous NaHCO3 and evaporated to dryness. The residue was purified by column chromatography (CombiFlash-ISCO, eluent DCM/MeOH from 20/1 to 8/1 for 40 min gradiently) to afford the title compound (40 mg, yield 39.8% over 2 steps). LCMS (method A): [M+H]+=405.6, tR=2.08 min. 1H NMR (400 MHz, CDCl3) δ ppm 2.57 (s., 3H) 3.17-3.34 (t, 4H) 3.8... Starting materials: F (hydrofluoric acid), [Si](C)(C)(C(C)(C)C)OCC1=CC=C(O[C@@H]2C(OCC2)=O)C=C1 ((S)-3-(4-((tert-butyldimethylsilyloxy)methyl)phenoxy)-dihydrofuran-2(3H)-one). Solvent: CC#N (CH3CN), CC#N (CH3CN). Run at time 30 minute. Yields the product OCC1=CC=C(O[C@@H]2C(OCC2)=O)C=C1 ((S)-3-(4-(hydroxymethyl)phenoxy)-dihydrofuran-2(3H)-one). Isolated yield 72.0%. RXN SMILES: F.[Si]([O:9][CH2:10][C:11]1[CH:23]=[CH:22][C:14]([O:15][C@H:16]2[CH2:20][CH2:19][O:18][C:17]2=[O:21])=[CH:13][CH:12]=1)(C(C)(C)C)(C)C>CC#N>[OH:9][CH2:10][C:11]1[CH:23]=[CH:22][C:14]([O:15][C@H:16]2[CH2:20][CH2:19][O:18][C:17]2=[O:21])=[CH:13][CH:12]=1. Procedure: A solution of 40% aqueous hydrofluoric acid in CH3CN (10 mL) was added to a 0° C. solution of (S)-3-(4-((tert-butyldimethylsilyloxy)methyl)phenoxy)-dihydrofuran-2(3H)-one in CH3CN (50 mL). The reaction was stirred for 30 minutes and then partitioned between a saturated NaHCO3 solution and diethyl ether. The organics were dried over MgSO4 and concentrated under reduced pressure. The residue was chromatographed to provide the desired product (0.92 g, 72%). The reactants are CC(=O)O, CCOC(C)=O, O=C(Cl)OCc1ccccc1, CC1(C)OCC(N)C(O)CO1, [Na+], O, O=C([O-])O. Product: CC1(C)OCC(O)C(NC(=O)OCc2ccccc2)CO1. RXN SMILES: [C:1]([OH:2])(=[O:3])[CH3:4].[CH3:33][CH2:34][O:35][C:36](=[O:37])[CH3:38].[Cl:22][C:23](=[O:24])[O:25][CH2:26][c:27]1[cH:28][cH:29][cH:30][cH:31][cH:32]1.[NH2:5][CH:6]1[CH:7]([OH:15])[CH2:8][O:9][C:10]([CH3:13])([CH3:14])[O:11][CH2:12]1.[Na+:16].[OH2:21].[OH:17][C:18](=[O:19])[O-:20]>>[NH:5]([CH:6]1[CH:7]([OH:15])[CH2:8][O:9][C:10]([CH3:13])([CH3:14])[O:11][CH2:12]1)[C:23](=[O:24])[O:25][CH2:26][c:27]1[cH:28][cH:29][cH:30][cH:31][cH:32]1. The product is O=C(O)c1ccc(-c2ccc(O)c(F)c2)cc1. Reaction SMILES: [BrH:19].[F:1][c:2]1[cH:3][c:4](-[c:10]2[cH:11][cH:12][c:13]([C:16](=[O:17])[OH:18])[cH:14][cH:15]2)[cH:5][cH:6][c:7]1[O:8][CH3:9].[O:20]1[CH2:21][CH2:22][O:23][CH2:24][CH2:25]1>>[F:1][c:2]1[cH:3][c:4](-[c:10]2[cH:11][cH:12][c:13]([C:16](=[O:17])[OH:18])[cH:14][cH:15]2)[cH:5][cH:6][c:7]1[OH:8]. Reactants: Br, COc1ccc(-c2ccc(C(=O)O)cc2)cc1F, C1COCCO1. As a reaction SMILES: [Br:1][CH2:2][Mg:3].[CH2:27]1[O:28][CH2:29][CH2:30][CH2:31]1.[Cl:4][c:5]1[n:6][cH:7][cH:8][c:9](-[c:11]2[cH:12][c:13]([O:21][CH3:22])[c:14]([O:19][CH3:20])[c:15]([O:17][CH3:18])[cH:16]2)[cH:10]1.[ClH:23].[Ni:24]([Cl:25])[Cl:26]>>[CH3:2][c:5]1[n:6][cH:7][cH:8][c:9](-[c:11]2[cH:12][c:13]([O:21][CH3:22])[c:14]([O:19][CH3:20])[c:15]([O:17][CH3:18])[cH:16]2)[cH:10]1. Product: COc1cc(-c2ccnc(C)c2)cc(OC)c1OC. Reactants: [Mg]CBr, C1CCOC1, COc1cc(-c2ccnc(Cl)c2)cc(OC)c1OC, Cl, Cl[Ni]Cl. The reactants are NC1=C2N=CN(C2=NC(=N1)NCCOC)CC1=CC=CC=C1 (6-Amino-9-benzyl-2-(2-methoxyethyl)aminopurine), BrBr (bromine), S(=S)(=O)([O-])[O-].[Na+].[Na+] (sodium thiosulfate). Run in C(Cl)Cl (methylene chloride). Conditions: time 1 hour. The product is NC1=C2N=C(N(C2=NC(=N1)NCCOC)CC1=CC=CC=C1)Br (6-Amino-9-benzyl-8-bromo-2-(2-methoxyethylamino)purine). The yield is 80.0%. As a reaction SMILES: [NH2:1][C:2]1[N:10]=[C:9]([NH:11][CH2:12][CH2:13][O:14][CH3:15])[N:8]=[C:7]2[C:3]=1[N:4]=[CH:5][N:6]2[CH2:16][C:17]1[CH:22]=[CH:21][CH:20]=[CH:19][CH:18]=1.[Br:23]Br.S([O-])([O-])(=O)=S.[Na+].[Na+]>C(Cl)Cl>[NH2:1][C:2]1[N:10]=[C:9]([NH:11][CH2:12][CH2:13][O:14][CH3:15])[N:8]=[C:7]2[C:3]=1[N:4]=[C:5]([Br:23])[N:6]2[CH2:16][C:17]1[CH:22]=[CH:21][CH:20]=[CH:19][CH:18]=1 |f:2.3.4|. Procedure: 6-Amino-9-benzyl-2-(2-methoxyethyl)aminopurine (70 mg, 0.24 mmol) and bromine (0.5 ml) were dissolved in methylene chloride (50 ml). The solution was stirred at room temperature for 1 hour. Aqueous sodium thiosulfate was added to the reaction mixture. The organic layer was separated, dried on sodium sulfate and concentrated in vacuo to dryness. The residue was purified with silica gel chromatography (1% methanol/chloroform) to give the subject compound (71 mg, yield 80%). Reactants: C(C)[SiH](CC)CC (triethylsilane), FC(C(=O)O)(F)F (trifluoroacetic acid), COC(CN1C(=CC2=CC(=CC=C12)F)C)=O ((5-fluoro-2-methylindol-1-yl)acetic acid methyl ester), C1(=CC=CC=C1)S(=O)(=O)C1=C(C=O)C=CC=C1 (2-benzenesulfonylbenzaldehyde). Run in ClCCCl (1,2-dichloroethane), ClCCl (dichloromethane), ClCCCl (1,2-dichloroethane). Run at temperature -10 celsius, time 15 minute. The product is COC(CN1C(=C(C2=CC(=CC=C12)F)CC1=C(C=CC=C1)S(=O)(=O)C1=CC=CC=C1)C)=O ([3-(2-benzenesulfonylbenzyl)-5-fluoro-2-methylindol-1-yl]acetic acid methyl ester). The yield is 91.5%. Reaction SMILES: C([SiH](CC)CC)C.FC(F)(F)C(O)=O.[CH3:15][O:16][C:17](=[O:30])[CH2:18][N:19]1[C:27]2[C:22](=[CH:23][C:24]([F:28])=[CH:25][CH:26]=2)[CH:21]=[C:20]1[CH3:29].[C:31]1([S:37]([C:40]2[CH:47]=[CH:46][CH:45]=[CH:44][C:41]=2[CH:42]=O)(=[O:39])=[O:38])[CH:36]=[CH:35][CH:34]=[CH:33][CH:32]=1>ClCCl.ClCCCl>[CH3:15][O:16][C:17](=[O:30])[CH2:18][N:19]1[C:27]2[C:22](=[CH:23][C:24]([F:28])=[CH:25][CH:26]=2)[C:21]([CH2:42][C:41]2[CH:44]=[CH:45][CH:46]=[CH:47][C:40]=2[S:37]([C:31]2[CH:36]=[CH:35][CH:34]=[CH:33][CH:32]=2)(=[O:39])=[O:38])=[C:20]1[CH3:29]. Reported procedure: A mixture of triethylsilane (0.71 g), trifluoroacetic acid (0.53 g) and 1,2-dichloroethane (2.0 mL) at −10° C. was treated dropwise with a mixture of (5-fluoro-2-methylindol-1-yl)acetic acid methyl ester (0.091 g), 2-benzenesulfonylbenzaldehyde (0.12 g) and 1,2-dichloroethane (3.0 mL), and the resulting mixture was stirred at −10° C. for 15 minutes and then at room temperature for 2 hours. The mixture was diluted with dichloromethane, washed with saturated aqueous sodium hydrogen carbonate solut... The reactants are ClC1=NC=C(C(=N1)N[C@H]1[C@@H](CCCC1)NC(C(F)(F)F)=O)Cl (N-[(1R,2R)-2-(2,5-Dichloro-pyrimidin-4-ylamino)-cyclohexyl]-2,2,2-trifluoro-acetamide), Cl (Hydrogen chloride), C([O-])([O-])=O (carbonate), C(C)N1CCC2=C(CC1)C=C(C=C2)N (3-Ethyl-2,3,4,5-tetrahydro-1H-benzo[d]azepin-7-ylamine). Run in O1CCOCC1 (1,4-Dioxane), COCCO (2-Methoxyethanol). Conditions: temperature 120 celsius, time 7 hour. The product is ClC=1C(=NC(=NC1)NC1=CC2=C(CCN(CC2)CC)C=C1)N[C@H]1[C@@H](CCCC1)NC(C(F)(F)F)=O (N-{(1R,2R)-2-[5-Chloro-2-(3-ethyl-2,3,4,5-tetrahydro-1H-benzo[d]azepin-7-ylamino)-pyrimidin-4-ylamino]-cyclohexyl}-2,2,2-trifluoro-acetamide). The yield is 45.0%. RXN SMILES: Cl[C:2]1[N:7]=[C:6]([NH:8][C@@H:9]2[CH2:14][CH2:13][CH2:12][CH2:11][C@H:10]2[NH:15][C:16](=[O:21])[C:17]([F:20])([F:19])[F:18])[C:5]([Cl:22])=[CH:4][N:3]=1.[CH2:23]([N:25]1[CH2:31][CH2:30][C:29]2[CH:32]=[C:33]([NH2:36])[CH:34]=[CH:35][C:28]=2[CH2:27][CH2:26]1)[CH3:24].Cl.C(=O)([O-])[O-]>COCCO.O1CCOCC1>[Cl:22][C:5]1[C:6]([NH:8][C@@H:9]2[CH2:14][CH2:13][CH2:12][CH2:11][C@H:10]2[NH:15][C:16](=[O:21])[C:17]([F:20])([F:19])[F:18])=[N:7][C:2]([NH:36][C:33]2[CH:34]=[CH:35][C:28]3[CH2:27][CH2:26][N:25]([CH2:23][CH3:24])[CH2:31][CH2:30][C:29]=3[CH:32]=2)=[N:3][CH:4]=1. Procedure: N-[(1R,2R)-2-(2,5-Dichloro-pyrimidin-4-ylamino)-cyclohexyl]-2,2,2-trifluoro-acetamide (204 mg, 0.571 mmol) was added into a Vial, followed by a solution of 3-Ethyl-2,3,4,5-tetrahydro-1H-benzo[d]azepin-7-ylamine (106 mg, 0.557 mmol) in 2-Methoxyethanol (7 mL). 4 M of Hydrogen chloride in 1,4-Dioxane (0.2 mL) was added and the reaction was heated at 120° C. After 7 h, the reaction was cooled to room temperature, Macroporous carbonate resin (3.16 mmol/g loading; 530 mg, 1.68 mmol) was added and sti... The product is NC1=CC=C(CN2CCCC2)C=C1 (1-(4-aminobenzyl)pyrrolidine). The reactants are [N+](=O)([O-])C1=CC=C(CN2CCCC2)C=C1 (1-(4-nitrobenzyl)pyrrolidine). Isolated yield 42.5%. As a reaction SMILES: [N+:1]([C:4]1[CH:15]=[CH:14][C:7]([CH2:8][N:9]2[CH2:13][CH2:12][CH2:11][CH2:10]2)=[CH:6][CH:5]=1)([O-])=O>C(O)C>[NH2:1][C:4]1[CH:15]=[CH:14][C:7]([CH2:8][N:9]2[CH2:13][CH2:12][CH2:11][CH2:10]2)=[CH:6][CH:5]=1. Reported procedure: In ethanol (100 ml) was dissolved 1-(4-nitrobenzyl)pyrrolidine (23.5 g), and to the mixture was added dried 10% palladium on carbon (1.00 g). Under hydrogen atmosphere, the mixture was stirred at room temperature under atmospheric pressure for 20 hours. The palladium was filtered off, and the filtrate was concentrated. The residue was separated and purified with column chromatography (ethyl acetate/triethylamine=10/1) to give 1-(4-aminobenzyl)pyrrolidine (8.54 g) as orange oil. Conditions: time 20 hour. Run in C(C)O (ethanol).